Dataset: the Open Reaction Database (ORD), a public repository of structured organic reaction records. Task: describe an organic reaction: reactants, conditions, products, and yield Starting materials: [Al+3], [Cl-], [Cl-], [Cl-], Clc1ccccc1, Cl, CN(C)C=O, O=C(O)c1cccc(F)c1, O=S(Cl)Cl. Product: O=C(c1ccc(Cl)cc1)c1cccc(F)c1. RXN SMILES: [Al+3:25].[Cl-:22].[Cl-:23].[Cl-:24].[Cl:15][c:16]1[cH:17][cH:18][cH:19][cH:20][cH:21]1.[ClH:26].[O:27]=[CH:28][N:29]([CH3:30])[CH3:31].[OH:1][C:2](=[O:3])[c:4]1[cH:5][cH:6][cH:7][c:8]([F:9])[cH:10]1.[S:11]([Cl:12])([Cl:13])=[O:14]>>[C:2](=[O:3])([c:4]1[cH:5][cH:6][cH:7][c:8]([F:9])[cH:10]1)[c:19]1[cH:18][cH:17][c:16]([Cl:15])[cH:21][cH:20]1. As a reaction SMILES: [F:1][C:2]1[CH:3]=[C:4]([C:9]2[CH:14]=[CH:13][C:12]([C:15](=[O:17])[CH3:16])=[CH:11][CH:10]=2)[CH:5]=[CH:6][C:7]=1[OH:8].[OH-].[K+].C1(C)C=CC(S(O[CH:30]([CH3:37])[CH2:31][CH2:32][CH2:33][CH2:34][CH2:35][CH3:36])(=O)=O)=CC=1>C(O)C>[F:1][C:2]1[CH:3]=[C:4]([C:9]2[CH:14]=[CH:13][C:12]([C:15](=[O:17])[CH3:16])=[CH:11][CH:10]=2)[CH:5]=[CH:6][C:7]=1[O:8][CH:30]([CH3:37])[CH2:31][CH2:32][CH2:33][CH2:34][CH2:35][CH3:36] |f:1.2|. The solvent is C(C)O (ethanol). Reported procedure: 3'-Fluoro-4'-hydroxy-4-acetylbiphenyl (15 g), potassium hydroxide (4.0 g), ethanol (370 ml), optically active 1-methylheptyl p-toluenesulfonate (20.5 g), were heated for 5 hrs. under reflux, to obtain by usual work-up, 6.37 g of 3'-fluoro-4'-(1-methylheptyloxy)-4-acetylbiphenyl, m.p. 67.6°~68.5° C. Starting materials: FC=1C=C(C=CC1O)C1=CC=C(C=C1)C(C)=O (3'-Fluoro-4'-hydroxy-4-acetylbiphenyl), [OH-].[K+] (potassium hydroxide), C1(=CC=C(C=C1)S(=O)(=O)OC(CCCCCC)C)C (1-methylheptyl p-toluenesulfonate). Yields the product FC=1C=C(C=CC1OC(CCCCCC)C)C1=CC=C(C=C1)C(C)=O (3'-fluoro-4'-(1-methylheptyloxy)-4-acetylbiphenyl). The yield is 28.6%. Reactants: CCO, CNC, Cc1csc(C(O)COCCCl)n1, CCO, CCOCC, CCOC(C)=O, Cl, Cl, [I-], [K+], O. Product: Cc1csc(C(O)COCCN(C)C)n1, Cl. Reaction SMILES: [CH2:20]([OH:21])[CH3:22].[CH3:14][NH:15][CH3:16].[CH3:1][c:2]1[n:3][c:4]([CH:7]([CH2:8][O:9][CH2:10][CH2:11][Cl:12])[OH:13])[s:5][cH:6]1.[CH3:24][CH2:25][OH:26].[CH3:27][CH2:28][O:29][CH2:30][CH3:31].[CH3:33][CH2:34][O:35][C:36](=[O:37])[CH3:38].[ClH:19].[ClH:23].[I-:18].[K+:17].[OH2:32]>>[CH3:1][c:2]1[n:3][c:4]([CH:7]([CH2:8][O:9][CH2:10][CH2:11][N:15]([CH3:14])[CH3:16])[OH:13])[s:5][cH:6]1.[ClH:12]. Reactants: CN1CCNCC1 (1-methylpiperazine), BrCCCCOC=1C(=CC=C2C(=CC(OC12)=O)NC1=C(C=NC=C1Cl)Cl)OC (8-(4-bromobutoxy)-4-(3,5-dichloropyridin-4-ylamino)-7-methoxy-2H-chromen-2-one). The product is ClC=1C=NC=C(C1NC1=CC(OC2=C(C(=CC=C12)OC)OCCCCN1CCN(CC1)C)=O)Cl (4-(3,5-Dichloropyridin-4-ylamino)-7-methoxy-8-(4-(4-methylpiperazin-1-yl)butoxy)-2H-chromen-2-one). Reaction SMILES: [CH3:1][N:2]1[CH2:7][CH2:6][NH:5][CH2:4][CH2:3]1.Br[CH2:9][CH2:10][CH2:11][CH2:12][O:13][C:14]1[C:15]([O:34][CH3:35])=[CH:16][CH:17]=[C:18]2[C:23]=1[O:22][C:21](=[O:24])[CH:20]=[C:19]2[NH:25][C:26]1[C:31]([Cl:32])=[CH:30][N:29]=[CH:28][C:27]=1[Cl:33]>>[Cl:33][C:27]1[CH:28]=[N:29][CH:30]=[C:31]([Cl:32])[C:26]=1[NH:25][C:19]1[C:18]2[C:23](=[C:14]([O:13][CH2:12][CH2:11][CH2:10][CH2:9][N:5]3[CH2:6][CH2:7][N:2]([CH3:1])[CH2:3][CH2:4]3)[C:15]([O:34][CH3:35])=[CH:16][CH:17]=2)[O:22][C:21](=[O:24])[CH:20]=1. Reported procedure: The title compound was prepared from 1-methylpiperazine and 8-(4-bromobutoxy)-4-(3,5-dichloropyridin-4-ylamino)-7-methoxy-2H-chromen-2-one (Example 25) following the procedure outlined in Example 52. 1H NMR (400 MHz, DMSO-d6; bis HCl salt): δ 11.74 (br, 2H), 9.66 (s, 1H), 8.82 (s, 2H), 8.02 (d, 1H), 7.22 (d, 1H), 4.63 (s, 1H), 4.01 (t, 2H), 3.94 (s, 3H), 3.84-3.18 (br m, 10H), 2.81 (s, 3H), 1.97 (m, 2H), 1.75 (m, 2H); MS (ESI): 507.0. Starting materials: C[Al](C)C (trimethyl aluminum), Cl (hydrochloric acid), C1(=CC=CC=C1)S (thiophenol), OC(CC(=O)[O-])C (3-hydroxybutyrate). Solvent: ClCCl (dichloromethane), ClCCl (dichloromethane), ClCCl (dichloromethane). Conditions: time 30 minute. Yields the product S1C(=CC=C1)OC(CC(C)O)=O (3-hydroxybutyrate thiophenyl ester). As a reaction SMILES: C[Al](C)C.[C:5]1([SH:11])[CH:10]=[CH:9][CH:8]=CC=1.[OH:12][CH:13]([CH3:18])[CH2:14][C:15]([O-:17])=[O:16].Cl>ClCCl>[S:11]1[CH:8]=[CH:9][CH:10]=[C:5]1[O:17][C:15](=[O:16])[CH2:14][CH:13]([OH:12])[CH3:18]. Procedure: In a dry flask on ice, 6 ml of dehydrated dichloromethane was stirred and 2 ml of 2M trimethyl aluminum was slowly added thereto under a nitrogen stream. After that, 2 mmol of thiophenol was slowly added thereto. The mixture was stirred at room temperature for 30 minutes and then 3-hydroxybutyrate dissolved in 6 ml of dehydrated dichloromethane was added thereto. The reaction was monitored by a TLC. To this mixed solution was added 20 ml of dichloromethane and, until generation of bubbles stoppe...